From a dataset of the Open Reaction Database (ORD), a public repository of structured organic reaction records. describe an organic reaction: reactants, conditions, products, and yield Reactants: [Cl-].[NH4+] (Ammonium chloride), C1(=CC=C(C=C1)C1=C(C=C(C(=N1)N)[N+](=O)[O-])Cl)C1=CC=CC=C1 (6-([1,1′-biphenyl]-4-yl)-5-chloro-3-nitropyridin-2-amine), C(C)O (Ethanol). Reagents/catalysts: [Fe] (iron). Solvent: O (water). Reaction conditions: temperature 60 celsius, time 3 hour. Product: C1(=CC=C(C=C1)C1=C(C=C(C(=N1)N)N)Cl)C1=CC=CC=C1 (6-([1,1′-biphenyl]-4-yl)-5-chloropyridine-2,3-diamine). Reaction SMILES: [Cl-].[NH4+].[C:3]1([C:20]2[CH:25]=[CH:24][CH:23]=[CH:22][CH:21]=2)[CH:8]=[CH:7][C:6]([C:9]2[N:14]=[C:13]([NH2:15])[C:12]([N+:16]([O-])=O)=[CH:11][C:10]=2[Cl:19])=[CH:5][CH:4]=1.C(O)C>O.[Fe]>[C:3]1([C:20]2[CH:25]=[CH:24][CH:23]=[CH:22][CH:21]=2)[CH:8]=[CH:7][C:6]([C:9]2[N:14]=[C:13]([NH2:15])[C:12]([NH2:16])=[CH:11][C:10]=2[Cl:19])=[CH:5][CH:4]=1 |f:0.1|. Procedure: Ammonium chloride (632 mg, 11.82 mmol) and iron (1320 mg, 23.64 mmol) were added to a stirred mixture of 6-([1,1′-biphenyl]-4-yl)-5-chloro-3-nitropyridin-2-amine (550 mg, 1.688 mmol) in water (2 ml)/Ethanol (2 mL) and the mixture was stirred at 60° C. for 3 h. The mixture was filtered through Celite™, rinsing with ethyl acetate (100 mL). Water (80 mL) was added and the mixture was extracted with ethyl acetate (2×100 mL). The combined organic fractions were washed with brine (saturated, 80 mL), d... The reactants are BrC1=C(C=C(C=C1)\C=N\O)C(F)(F)F ((E)-N-[[4-bromo-3-(trifluoromethyl)phenyl]methylidene]hydroxylamine), [O-]Cl.[Na+] (NaOCl), ClCCl (dichloromethane), ClC1=CC(=CC(=C1)C(=C)C(F)(F)F)C(F)(F)F (1-chloro-3-(trifluoromethyl)-5-(3,3,3-trifluoroprop-1-en-2-yl)benzene). Solvent: O (H2O). Conditions: time 2 hour. The product is BrC1=C(C=C(C=C1)C1=NOC(C1)(C(F)(F)F)C1=CC(=CC(=C1)C(F)(F)F)Cl)C(F)(F)F (3-[4-bromo-3-(trifluoromethyl)phenyl]-5-[3-chloro-5-(trifluoromethyl)phenyl]-5-(trifluoromethyl)-4,5-dihydro-1,2-oxazole). Reaction SMILES: [Br:1][C:2]1[CH:7]=[CH:6][C:5](/[CH:8]=[N:9]/[OH:10])=[CH:4][C:3]=1[C:11]([F:14])([F:13])[F:12].ClCCl.[Cl:18][C:19]1[CH:24]=[C:23]([C:25]([C:27]([F:30])([F:29])[F:28])=[CH2:26])[CH:22]=[C:21]([C:31]([F:34])([F:33])[F:32])[CH:20]=1.[O-]Cl.[Na+]>O>[Br:1][C:2]1[CH:7]=[CH:6][C:5]([C:8]2[CH2:26][C:25]([C:23]3[CH:22]=[C:21]([C:31]([F:32])([F:33])[F:34])[CH:20]=[C:19]([Cl:18])[CH:24]=3)([C:27]([F:30])([F:29])[F:28])[O:10][N:9]=2)=[CH:4][C:3]=1[C:11]([F:12])([F:13])[F:14] |f:3.4|. Reported procedure: Into a 50-mL round-bottom flask, was placed (E)-N-[[4-bromo-3-(trifluoromethyl)phenyl]methylidene]hydroxylamine (1.5 g, 5.60 mmol, 1.00 equiv), dichloromethane (20 mL), 1-chloro-3-(trifluoromethyl)-5-(3,3,3-trifluoroprop-1-en-2-yl)benzene (1.6 g, 5.83 mmol, 1.10 equiv), NaOCl (10 mL). The resulting solution was stirred for 2 h at room temperature. The resulting solution was diluted with 30 mL of H2O. The resulting solution was extracted with 3×50 mL of dichloromethane and the organic layers comb...